This data is from the Open Reaction Database (ORD), a public repository of structured organic reaction records. The task is: describe an organic reaction: reactants, conditions, products, and yield Starting materials: CC(C)=C (isobutylene), OC1=CC=CC=2CC3=CC=CC(=C3C(C12)=O)O (1,8-dihydroxy-9-(10H)anthracenone), O (water). Solvent: C(Cl)(Cl)Cl (chloroform), S(O)(O)(=O)=O (sulfuric acid). Product: C(C)(C)(C)C1=C(C=2C(C3=C(C=CC=C3CC2C=C1)O)=O)O (2-tert. butyl-1,8-dihydroxy-9-(10H)anthracenone). Yield: 27.7%. As a reaction SMILES: [CH3:1][C:2](=[CH2:4])[CH3:3].[OH:5][C:6]1[C:19]2[C:18](=[O:20])[C:17]3[C:12](=[CH:13][CH:14]=[CH:15][C:16]=3[OH:21])[CH2:11][C:10]=2[CH:9]=[CH:8][CH:7]=1.O>C(Cl)(Cl)Cl.S(=O)(=O)(O)O>[C:2]([C:7]1[CH:8]=[CH:9][C:10]2[CH2:11][C:12]3[C:17](=[C:16]([OH:21])[CH:15]=[CH:14][CH:13]=3)[C:18](=[O:20])[C:19]=2[C:6]=1[OH:5])([CH3:3])([CH3:1])[CH3:4]. Procedure details: About 7 gm of isobutylene were introduced into a refluxing solution of 11.3 gm of 1,8-dihydroxy-9-(10H)anthracenone in 100 ml of chloroform and 6 ml of sulfuric acid. The resulting mixture was poured into water, and the organic phase was separated and worked up as described in Example 2. 3.9 gm of 2-tert. butyl-1,8-dihydroxy-9-(10H)anthracenone, m.p. 126°-127° C., corresponding to 27% of theory, were obtained. Reactants: Cl (hydrochloric acid), C([O-])([O-])=O.[K+].[K+] (Potassium carbonate), C(CC)N=C=O (propyl isocyanate), CC1=CC(=NN1)OC1=C(C=C(C=C1)[N+](=O)[O-])C(F)(F)F (5-methyl-3-(4-nitro-2-trifluoromethylphenyloxy)pyrazole). Run in C(C)(=O)OCC (ethyl acetate). Conditions: time 3 hour. Yields the product C(CC)NC(=O)N1N=C(C=C1C)OC1=C(C=C(C=C1)[N+](=O)[O-])C(F)(F)F (N-propyl-5-methyl-3-(4-nitro-2-trifluoromethylphenyloxy)pyrazole-1-carboxamide). Yield: 72.5%. Reaction SMILES: C(=O)([O-])[O-].[K+].[K+].[CH2:7]([N:10]=[C:11]=[O:12])[CH2:8][CH3:9].[CH3:13][C:14]1[NH:18][N:17]=[C:16]([O:19][C:20]2[CH:25]=[CH:24][C:23]([N+:26]([O-:28])=[O:27])=[CH:22][C:21]=2[C:29]([F:32])([F:31])[F:30])[CH:15]=1.Cl>C(OCC)(=O)C>[CH2:7]([NH:10][C:11]([N:18]1[C:14]([CH3:13])=[CH:15][C:16]([O:19][C:20]2[CH:25]=[CH:24][C:23]([N+:26]([O-:28])=[O:27])=[CH:22][C:21]=2[C:29]([F:30])([F:31])[F:32])=[N:17]1)=[O:12])[CH2:8][CH3:9] |f:0.1.2|. Procedure: Potassium carbonate (0.61 g, 4.4 mmol) and propyl isocyanate (0.34 g, 4.0 mmol) were added to a solution of 5-methyl-3-(4-nitro-2-trifluoromethylphenyloxy)pyrazole (1.15 g, 4.0 mmol) in ethyl acetate (10 ml), and the mixture was stirred at room temperature for 3 hours. After completion of the reaction, the reaction mixture was poured into 2N hydrochloric acid and extracted with ethyl acetate (20 ml×3). An organic layer was washed with water, dried over anhydrous magnesium sulfate and filtered co... The reactants are CCOC(C)=O, CCCC(=O)C(F)(F)C=CCC1C(OC2CCCCO2)CC2OC(=O)CC21. Product: CCCC(=O)C(F)(F)CCCC1C(OC2CCCCO2)CC2OC(=O)CC21. As a reaction SMILES: [CH3:28][CH2:29][O:30][C:31](=[O:32])[CH3:33].[F:1][C:2]([CH:3]=[CH:4][CH2:5][CH:6]1[CH:7]2[CH2:8][C:9](=[O:21])[O:10][CH:11]2[CH2:12][CH:13]1[O:14][CH:15]1[O:16][CH2:17][CH2:18][CH2:19][CH2:20]1)([C:22]([CH2:23][CH2:24][CH3:25])=[O:26])[F:27]>>[F:1][C:2]([CH2:3][CH2:4][CH2:5][CH:6]1[CH:7]2[CH2:8][C:9](=[O:21])[O:10][CH:11]2[CH2:12][CH:13]1[O:14][CH:15]1[O:16][CH2:17][CH2:18][CH2:19][CH2:20]1)([C:22]([CH2:23][CH2:24][CH3:25])=[O:26])[F:27]. Starting materials: C1(=CC=C(C=C1)S(=O)(=O)OC[C@@H]1C[C@@H](C1)C1=NC=C2N1C=CN=C2Cl)C (cis-3-(8-chloroimidazo[1,5-a]pyrazin-3-yl)cyclobutylmethyl toluene-4-sulfonate), C1(=CC=C(C=C1)S(=O)(=O)OC[C@@H]1C[C@H](C1)C1=NC=C2N1C=CN=C2Cl)C (trans-3-(8-chloroimidazo[1,5-a]pyrazin-3-yl)cyclobutylmethyl toluene-4-sulfonate), C(C)(C)(C)[Si](C)(C)Cl (tert-butylchlorodimethylsilane). Yields the product [Si](C)(C)(C(C)(C)C)OC[C@H]1C[C@H](C1)C1=NC=C2N1C=CN=C2Cl (cis-3-[3-(tert-Butyldimethylsilanyloxymethyl)cyclobutyl]-8-chloroimidazo[1,5-a]pyrazine), [Si](C)(C)(C(C)(C)C)OC[C@@H]1C[C@H](C1)C1=NC=C2N1C=CN=C2Cl (trans-3-[3-(tert-butyldimethylsilanyloxymethyl)cyclobutyl]-8-chloroimidazo[1,5-a]pyrazine). RXN SMILES: C1(C)C=CC(S([O:10][CH2:11][C@H:12]2[CH2:15][C@@H:14]([C:16]3[N:20]4[CH:21]=[CH:22][N:23]=[C:24]([Cl:25])[C:19]4=[CH:18][N:17]=3)[CH2:13]2)(=O)=O)=CC=1.C1(C)C=CC(S([O:36][CH2:37][C@H:38]2[CH2:41][C@H:40]([C:42]3[N:46]4[CH:47]=[CH:48][N:49]=[C:50]([Cl:51])[C:45]4=[CH:44][N:43]=3)[CH2:39]2)(=O)=O)=CC=1.[C:53]([Si:57](Cl)([CH3:59])[CH3:58])([CH3:56])([CH3:55])[CH3:54]>>[Si:57]([O:10][CH2:11][C@@H:12]1[CH2:13][C@H:14]([C:16]2[N:20]3[CH:21]=[CH:22][N:23]=[C:24]([Cl:25])[C:19]3=[CH:18][N:17]=2)[CH2:15]1)([C:53]([CH3:56])([CH3:55])[CH3:54])([CH3:59])[CH3:58].[Si:57]([O:36][CH2:37][C@H:38]1[CH2:39][C@H:40]([C:42]2[N:46]3[CH:47]=[CH:48][N:49]=[C:50]([Cl:51])[C:45]3=[CH:44][N:43]=2)[CH2:41]1)([C:53]([CH3:56])([CH3:55])[CH3:54])([CH3:59])[CH3:58]. Procedure: cis-3-[3-(tert-Butyldimethylsilanyloxymethyl)cyclobutyl]-8-chloroimidazo[1,5-a]pyrazine and trans-3-[3-(tert-butyldimethylsilanyloxymethyl)cyclobutyl]-8-chloroimidazo[1,5-a]pyrazine were prepared according to the general procedure for the preparation for cis-3-(8-chloroimidazo[1,5-a]pyrazin-3-yl)cyclobutylmethyl toluene-4-sulfonate and trans-3-(8-chloroimidazo[1,5-a]pyrazin-3-yl)cyclobutylmethyl toluene-4-sulfonate, except tert-butylchlorodimethylsilane was used instead of p-toluenesulfonic anhy... Reactants: COC(=O)c1ccc(CC(C=Cc2ccccc2OCc2ccc(C(C)(C)C)cc2)CCc2ccc(-c3noc(=O)[nH]3)cc2)cc1, C1CCOC1, CCOCC, Cl, [Li+], [OH-], O. Yields the product CC(C)(C)c1ccc(COc2ccccc2C=CC(CCc2ccc(-c3noc(=O)[nH]3)cc2)Cc2ccc(C(=O)O)cc2)cc1. RXN SMILES: [C:1]([CH3:2])([CH3:3])([CH3:4])[c:5]1[cH:6][cH:7][c:8]([CH2:9][O:10][c:11]2[c:12]([CH:17]=[CH:18][CH:19]([CH2:20][c:21]3[cH:22][cH:23][c:24]([C:25](=[O:26])[O:27][CH3:28])[cH:29][cH:30]3)[CH2:31][CH2:32][c:33]3[cH:34][cH:35][c:36](-[c:39]4[n:40][o:41][c:42](=[O:44])[nH:43]4)[cH:37][cH:38]3)[cH:13][cH:14][cH:15][cH:16]2)[cH:45][cH:46]1.[CH2:55]1[O:56][CH2:57][CH2:58][CH2:59]1.[CH3:49][CH2:50][O:51][CH2:52][CH3:53].[ClH:54].[Li+:47].[OH-:48].[OH2:60]>>[C:1]([CH3:2])([CH3:3])([CH3:4])[c:5]1[cH:6][cH:7][c:8]([CH2:9][O:10][c:11]2[c:12]([CH:17]=[CH:18][CH:19]([CH2:20][c:21]3[cH:22][cH:23][c:24]([C:25](=[O:26])[OH:27])[cH:29][cH:30]3)[CH2:31][CH2:32][c:33]3[cH:34][cH:35][c:36](-[c:39]4[n:40][o:41][c:42](=[O:44])[nH:43]4)[cH:37][cH:38]3)[cH:13][cH:14][cH:15][cH:16]2)[cH:45][cH:46]1. The reactants are C(C)(C)(C)OC(=O)N1CCC(CC1)=O (4-oxo-piperidine-1-carboxylic acid tert-butyl ester), CC=1C(=NC=CC1)CN (C-(3-methyl-pyridine-2-yl)-methylamine), [BH-](OC(=O)C)(OC(=O)C)OC(=O)C.[Na+] (NaBH(OAc)3). Solvent: C(Cl)Cl (CH2Cl2). Product: C(C)(C)(C)OC(=O)N1CCC(CC1)NCC1=NC=CC=C1C (4-[(3-methyl-pyridin-2-ylmethyl)-amino]-piperidine-1-carboxylic acid tert-butyl ester). As a reaction SMILES: [C:1]([O:5][C:6]([N:8]1[CH2:13][CH2:12][C:11](=O)[CH2:10][CH2:9]1)=[O:7])([CH3:4])([CH3:3])[CH3:2].[CH3:15][C:16]1[C:17]([CH2:22][NH2:23])=[N:18][CH:19]=[CH:20][CH:21]=1.[BH-](OC(C)=O)(OC(C)=O)OC(C)=O.[Na+]>C(Cl)Cl>[C:1]([O:5][C:6]([N:8]1[CH2:13][CH2:12][CH:11]([NH:23][CH2:22][C:17]2[C:16]([CH3:15])=[CH:21][CH:20]=[CH:19][N:18]=2)[CH2:10][CH2:9]1)=[O:7])([CH3:4])([CH3:3])[CH3:2] |f:2.3|. Reported procedure: Using General Procedure B, reaction of 4-oxo-piperidine-1-carboxylic acid tert-butyl ester, C-(3-methyl-pyridine-2-yl)-methylamine and NaBH(OAc)3 in CH2Cl2 gave 4-[(3-methyl-pyridin-2-ylmethyl)-amino]-piperidine-1-carboxylic acid tert-butyl ester as a yellow oil. 1H NMR (CDCl3) δ 1.45 (s, 9H), 1.89-1.93 (m, 5H), 2.30 (s, 3H), 2.68-2.71 (m, 1H), 2.73-2.87 (m, 2H), 3.90 (s, 2H), 4.02-4.04 (m, 2H), 7.06-7.10 (m, 1H), 7.41-7.44 (m, 1H), 8.38 (d, 1H, J=3.0 Hz). The reactants are solution, [H-].C(C(C)C)[Al+]CC(C)C (diisobutylaluminum hydride), N(=O)N(C1=CC=C(C=C1)OC)CC1=CC=C(C=C1)Cl (N-nitroso-N-(4-chlorobenzyl)-4-methoxyaniline). Solvent: hexanes, C1CCOC1 (THF). Conditions: temperature 0 celsius. Product: Cl.ClC1=CC=C(CN(N)C2=CC=C(C=C2)OC)C=C1 (1-(4-chlorobenzyl)-1-(4-methoxyphenyl)-hydrazine hydrochloride). Reaction SMILES: [N:1]([N:3]([CH2:12][C:13]1[CH:18]=[CH:17][C:16]([Cl:19])=[CH:15][CH:14]=1)[C:4]1[CH:9]=[CH:8][C:7]([O:10][CH3:11])=[CH:6][CH:5]=1)=O.[H-].C([Al+]CC(C)C)C(C)C>C1COCC1>[ClH:19].[Cl:19][C:16]1[CH:17]=[CH:18][C:13]([CH2:12][N:3]([C:4]2[CH:9]=[CH:8][C:7]([O:10][CH3:11])=[CH:6][CH:5]=2)[NH2:1])=[CH:14][CH:15]=1 |f:1.2,4.5|. Reported procedure: A solution of N-nitroso-N-(4-chlorobenzyl)-4-methoxyaniline (98.7 g; 357 mmol), prepared as above, in 1200 mL THF was cooled to 0° C. and 1230 mL of a 1M solution of diisobutylaluminum hydride in hexanes was added dropwise. The ice bath was removed and the reaction was heated at reflux overnight. The reaction was cooled to ambient temperature and poured into 10% aqueous HCl. The layers were separated and the aqueous was extracted with ethyl acetate. The combined extracts were dried over magnesiu...